This data is from the Open Reaction Database (ORD), a public repository of structured organic reaction records. The task is: describe an organic reaction: reactants, conditions, products, and yield Reactants: C[C@@H]1[C@@H]([C@@H]([C@H]([C@@H](O1)O[C@@H]2[C@H](C3=C(C4=C(C(=C(C=C24)C)C(=O)N[C@H](C)C(=O)O)O)C(=C5C(=C3)C(=O)C6=C(C=C(C=C6C5=O)OC)O)O)O)O)O[C@H]7[C@@H]([C@H]([C@@H](CO7)O)O)O)N.Cl (Benanomicin B hydrochloride), C[C@@H]1[C@@H]([C@@H]([C@H]([C@@H](O1)O[C@@H]2[C@H](C3=C(C4=C(C(=C(C=C24)C)C(=O)NC(C)C(=O)O)O)C(=C5C(=C3)C(=O)C6=C(C=C(C=C6C5=O)OC)O)O)O)O)O[C@H]7[C@@H]([C@H]([C@@H](CO7)O)O)O)N (benanomicin B), non-ionic microporous adsorbent resin, C(C)(=O)OC(C)=O (acetic anhydride), Cl (hydrochloric acid), Sephadex. Solvent: aqueous solution, C([O-])([O-])=O.[Na+].[Na+] (sodium carbonate), CO (methanol), CO (methanol). Reaction conditions: time 20 minute. Product: C[C@@H]1[C@@H]([C@@H]([C@H]([C@@H](O1)O[C@@H]2[C@H](C3=C(C4=C(C(=C(C=C24)C)C(=O)N[C@H](C)C(=O)O)O)C(=C5C(=C3)C(=O)C6=C(C=C(C=C6C5=O)OC)O)O)O)O)O[C@H]7[C@@H]([C@H]([C@@H](CO7)O)O)O)NC(=O)C (N-acetylbenanomicin B). As a reaction SMILES: [CH3:1][C@H:2]1[O:7][C@@H:6]([O:8][C@H:9]2[C:18]3[C:13](=[C:14]([OH:28])[C:15]([C:20]([NH:22][C@@H:23]([C:25]([OH:27])=[O:26])[CH3:24])=[O:21])=[C:16]([CH3:19])[CH:17]=3)[C:12]3[C:29]([OH:46])=[C:30]4[C:41](=[O:42])[C:40]5[C:35](=[C:36]([OH:45])[CH:37]=[C:38]([O:43][CH3:44])[CH:39]=5)[C:33](=[O:34])[C:31]4=[CH:32][C:11]=3[C@@H:10]2[OH:47])[C@H:5]([OH:48])[C@@H:4]([O:49][C@@H:50]2[O:55][CH2:54][C@@H:53]([OH:56])[C@H:52]([OH:57])[C@H:51]2[OH:58])[C@H:3]1[NH2:59].Cl.[C:61](OC(=O)C)(=[O:63])[CH3:62].Cl.C[C@H]1O[C@@H](O[C@H]2C3C(=C(O)C(C(NC(C(O)=O)C)=O)=C(C)C=3)C3C(O)=C4C(=O)C5C(=C(O)C=C(OC)C=5)C(=O)C4=CC=3[C@@H]2O)[C@H](O)[C@@H](O[C@@H]2OC[C@@H](O)[C@H](O)[C@H]2O)[C@H]1N>C(=O)([O-])[O-].[Na+].[Na+].CO>[CH3:1][C@H:2]1[O:7][C@@H:6]([O:8][C@H:9]2[C:18]3[C:13](=[C:14]([OH:28])[C:15]([C:20]([NH:22][C@@H:23]([C:25]([OH:27])=[O:26])[CH3:24])=[O:21])=[C:16]([CH3:19])[CH:17]=3)[C:12]3[C:29]([OH:46])=[C:30]4[C:41](=[O:42])[C:40]5[C:35](=[C:36]([OH:45])[CH:37]=[C:38]([O:43][CH3:44])[CH:39]=5)[C:33](=[O:34])[C:31]4=[CH:32][C:11]=3[C@@H:10]2[OH:47])[C@H:5]([OH:48])[C@@H:4]([O:49][C@@H:50]2[O:55][CH2:54][C@@H:53]([OH:56])[C@H:52]([OH:57])[C@H:51]2[OH:58])[C@H:3]1[NH:59][C:61]([CH3:62])=[O:63] |f:0.1,5.6.7|. Procedure: Benanomicin B hydrochloride (125 mg) was dissolved in 10 ml of an aqueous solution of 0.1 M sodium carbonate, and to the resulting solution was added 0.1 ml of acetic anhydride. The mixture obtained was stirred at ambient temperature for 20 minutes. The resultant reaction solution was then adjusted to pH 4.0 by addition of 1 M hydrochloric acid and subsequently passed through a column of 20 ml of a non-ionic microporous adsorbent resin, "Diaion" HP-20 (a product of Mitsubishi Kasei Co., Japan) t... Reactants: C1(=CC=CC=C1)C1=NN=C2N1C1=C(OC2)N=C(C(=C1)C1=CC=CC=C1)C1=CC=C(C=C1)C1(CCC1)NC(OC(C)(C)C)=O (Tert-butyl (1-(4-(1,8-diphenyl-4H-pyrido[2,3-b][1,2,4]triazolo[4,3-d][1,4]oxazin-7-yl)phenyl)cyclobutyl)carbamate), C(=O)(C(F)(F)F)O (TFA). Solvent: ClCCl (dichloromethane). Reaction conditions: time 30 second. The product is C1(=CC=CC=C1)C1=NN=C2N1C1=C(OC2)N=C(C(=C1)C1=CC=CC=C1)C1=CC=C(C=C1)C1(CCC1)N (1-(4-(1,8-diphenyl-4H-pyrido[2,3-b][1,2,4]triazolo[4,3-d][1,4]oxazin-7-yl)phenyl)cyclobutanamine). The yield is 40.8%. As a reaction SMILES: [C:1]1([C:7]2[N:11]3[C:12]4[CH:19]=[C:18]([C:20]5[CH:25]=[CH:24][CH:23]=[CH:22][CH:21]=5)[C:17]([C:26]5[CH:31]=[CH:30][C:29]([C:32]6([NH:36]C(=O)OC(C)(C)C)[CH2:35][CH2:34][CH2:33]6)=[CH:28][CH:27]=5)=[N:16][C:13]=4[O:14][CH2:15][C:10]3=[N:9][N:8]=2)[CH:6]=[CH:5][CH:4]=[CH:3][CH:2]=1.C(O)(C(F)(F)F)=O>ClCCl>[C:1]1([C:7]2[N:11]3[C:12]4[CH:19]=[C:18]([C:20]5[CH:25]=[CH:24][CH:23]=[CH:22][CH:21]=5)[C:17]([C:26]5[CH:27]=[CH:28][C:29]([C:32]6([NH2:36])[CH2:35][CH2:34][CH2:33]6)=[CH:30][CH:31]=5)=[N:16][C:13]=4[O:14][CH2:15][C:10]3=[N:9][N:8]=2)[CH:2]=[CH:3][CH:4]=[CH:5][CH:6]=1. Procedure details: Tert-butyl (1-(4-(1,8-diphenyl-4H-pyrido[2,3-b][1,2,4]triazolo[4,3-d][1,4]oxazin-7-yl)phenyl)cyclobutyl)carbamate (15 mg, 0.026 mmol) was dissolved in dichloromethane (1 ml); TFA (0.5 ml) was added at room temperature and the resulting mixture was stirred for 30 seconds. The solution was immediately concentrated to dryness under reduced pressure. The residue was dissolved in diethyl ether (˜2 ml) and concentrated to dryness under reduced pressure. This was repeated three times. The residue was t...